This data is from the Open Reaction Database (ORD), a public repository of structured organic reaction records. The task is: describe an organic reaction: reactants, conditions, products, and yield Starting materials: ClCCCNC1=NC2=CC=CC=C2C1(O)C1=CC=CC=C1 (2-(3-chloropropylamino)-3-phenyl-3H-indol-3-ol), C[O-].[Na+] (sodium methoxide). Product: C1(=CC=CC=C1)C1(C=2N(C=3C=CC=CC13)CCCN2)O (2,3,4,10-tetrahydro-10-phenylpyrimido[1,2-a]indol-10-ol). As a reaction SMILES: Cl[CH2:2][CH2:3][CH2:4][NH:5][C:6]1[C:14]([C:16]2[CH:21]=[CH:20][CH:19]=[CH:18][CH:17]=2)([OH:15])[C:13]2[C:8](=[CH:9][CH:10]=[CH:11][CH:12]=2)[N:7]=1.C[O-].[Na+]>>[C:16]1([C:14]2([OH:15])[C:13]3[CH:12]=[CH:11][CH:10]=[CH:9][C:8]=3[N:7]3[CH2:2][CH2:3][CH2:4][N:5]=[C:6]23)[CH:21]=[CH:20][CH:19]=[CH:18][CH:17]=1 |f:1.2|. Procedure: Cyclisation of 2-(3-chloropropylamino)-3-phenyl-3H-indol-3-ol with sodium methoxide by a process analogous to that described in Example 3 gives 2,3,4,10-tetrahydro-10-phenylpyrimido[1,2-a]indol-10-ol. Starting materials: C(C1=CC=CC=C1)OC(=O)N[C@@H]1[C@@H](C[C@@H](CC1)NC(OC(C)(C)C)=O)CS(=O)(=O)C(C)(C)C (tert-butyl (1R,3R,4S)-4-benzyloxycarbonylamino-3-(tert-butylsulfonylmethyl)cyclohexylcarbamate). The reagents and catalysts are [Pd] (Pd/C). Solvent: CO (MeOH). Conditions: time 3 hour. The product is N[C@@H]1[C@@H](C[C@@H](CC1)NC(OC(C)(C)C)=O)CSC(C)(C)C (tert-butyl (1R,3R,4S)-4-amino-3-(tert-butylthiomethyl)cyclohexylcarbamate). The yield is 104.4%. Reaction SMILES: C(OC([NH:11][C@H:12]1[CH2:17][CH2:16][C@@H:15]([NH:18][C:19](=[O:25])[O:20][C:21]([CH3:24])([CH3:23])[CH3:22])[CH2:14][C@H:13]1[CH2:26][S:27]([C:30]([CH3:33])([CH3:32])[CH3:31])(=O)=O)=O)C1C=CC=CC=1>CO.[Pd]>[NH2:11][C@H:12]1[CH2:17][CH2:16][C@@H:15]([NH:18][C:19](=[O:25])[O:20][C:21]([CH3:22])([CH3:23])[CH3:24])[CH2:14][C@H:13]1[CH2:26][S:27][C:30]([CH3:33])([CH3:32])[CH3:31]. Procedure details: A solution of tert-butyl (1R,3R,4S)-4-benzyloxycarbonylamino-3-(tert-butylsulfonylmethyl)cyclohexylcarbamate (7.3 g) in MeOH (80 mL) was charged with 10% Pd/C, Degussa (5.0 g). The reaction flask was evacuated and then back-filled with hydrogen; this was repeated three more times. The reaction was stirred under 1 atm of H2 for 3 h and then filtered and concentrated to provide tert-butyl (1R,3R,4S)-4-amino-3-(tert-butylthiomethyl)cyclohexylcarbamate (5.0 g). MS (ES+)=349.3 (M+H)+. Reactants: CCO, O=c1c2ccccc2nc2ccc(Cl)nn12, [Na+], [OH-], O. Yields the product CCOc1ccc2nc3ccccc3c(=O)n2n1. RXN SMILES: [CH3:19][CH2:20][OH:21].[Cl:1][c:2]1[cH:3][cH:4][c:5]2[n:6][c:7]3[cH:8][cH:9][cH:10][cH:11][c:12]3[c:13](=[O:16])[n:14]2[n:15]1.[Na+:18].[OH-:17].[OH2:22]>>[c:2]1([O:21][CH2:20][CH3:19])[cH:3][cH:4][c:5]2[n:6][c:7]3[cH:8][cH:9][cH:10][cH:11][c:12]3[c:13](=[O:16])[n:14]2[n:15]1.